Dataset: the Open Reaction Database (ORD), a public repository of structured organic reaction records. Task: describe an organic reaction: reactants, conditions, products, and yield Reactants: C[O-].[Na+] (Sodium methoxide), Cl (HCl), [N+](=O)([O-])CC (Nitroethane), ClC1=C(C=C(C=C1)C(F)(F)F)[N+](=O)[O-] (4-chloro-3-nitrobenzotrifluoride). The solvent is CS(=O)C (DMSO). Conditions: temperature 16.5 celsius, time 8 hour. Product: COC1=C(C=C(C=C1)C(F)(F)F)[N+](=O)[O-] (4-Methoxy-3-nitrobenzotrifluoride). Yield: 117.6%. As a reaction SMILES: [CH3:1][O-:2].[Na+].[N+](CC)([O-])=O.Cl[C:10]1[CH:15]=[CH:14][C:13]([C:16]([F:19])([F:18])[F:17])=[CH:12][C:11]=1[N+:20]([O-:22])=[O:21].Cl>CS(C)=O>[CH3:1][O:2][C:10]1[CH:15]=[CH:14][C:13]([C:16]([F:19])([F:18])[F:17])=[CH:12][C:11]=1[N+:20]([O-:22])=[O:21] |f:0.1|. Procedure details: Sodium methoxide (1.35 g; 25 mmol; 2.5 equiv) was slurried in DMSO (10 mL) and cooled in a cool water bath. Nitroethane (0.79 mL; 11 mmol; 1.1 equiv.) and 4-chloro-3-nitrobenzotrifluoride (1; 1.49 mL; 10 mmol) were mixed and added slowly dropwise with cooling such that the temperature remained between 15 and 20° C. After the addition was complete, the reaction mixture was allowed to warm slowly over 3 h from 15 to 18° C. and then stirred overnight at 18° C. to completely consume 1 according to G...